Dataset: the Open Reaction Database (ORD), a public repository of structured organic reaction records. Task: describe an organic reaction: reactants, conditions, products, and yield Starting materials: OC1=CC=C(OCC(C)=O)C=C1 (1-(4-hydroxyphenoxy)propan-2-one), C(CO)O (1,2-ethanediol), C1(=CC=C(C=C1)S(=O)(=O)O)C (p-toluenesulphonic acid). Solvent: C1(=CC=CC=C1)C (toluene). Product: CC1(OCCO1)COC1=CC=C(C=C1)O (4-[(2-methyl-1,3-dioxolan-2-yl)methoxy]phenol). As a reaction SMILES: [OH:1][C:2]1[CH:12]=[CH:11][C:5]([O:6][CH2:7][C:8](=[O:10])[CH3:9])=[CH:4][CH:3]=1.[CH2:13](O)[CH2:14][OH:15].C1(C)C=CC(S(O)(=O)=O)=CC=1>C1(C)C=CC=CC=1>[CH3:9][C:8]1([CH2:7][O:6][C:5]2[CH:11]=[CH:12][C:2]([OH:1])=[CH:3][CH:4]=2)[O:15][CH2:14][CH2:13][O:10]1. Procedure details: A solution of 1-(4-hydroxyphenoxy)propan-2-one (3.2 g), 1,2-ethanediol (3.0 ml) and p-toluenesulphonic acid (50 mg) in toluene (100 ml) was stirred under reflux in a Dean and Stark apparatus for 3 1/2 hours in an atmosphere of argon. The reaction mixture was cooled, washed with 5% aqueous sodium bicarbonate (100 ml), washed with water (2×50 ml), washed with brine (50 ml) and dried. Toluene was removed under reduced pressure to give 4-[(2-methyl-1,3-dioxolan-2-yl)methoxy]phenol as an oil (3.4 g). Starting materials: [BH4-], O=Cc1cccnc1Br, C1CCOC1, CO, Cl, [Na+]. The product is OCc1cccnc1Br. Reaction SMILES: [BH4-:12].[Br:1][c:2]1[c:3]([CH:4]=[O:5])[cH:6][cH:7][cH:8][n:9]1.[CH2:15]1[O:16][CH2:17][CH2:18][CH2:19]1.[CH3:10][OH:11].[ClH:14].[Na+:13]>>[Br:1][c:2]1[c:3]([CH2:4][OH:5])[cH:6][cH:7][cH:8][n:9]1. The reactants are CC(C)(C)OC(=O)Cn1ccc2c(O[Si](C)(C)C(C)(C)C)cccc21, CCCC[N+](CCCC)(CCCC)CCCC, C1CCOC1, CCOCC, [F-], O. The product is CC(C)(C)OC(=O)Cn1ccc2c(O)cccc21. As a reaction SMILES: [C:1]([CH3:2])([CH3:3])([CH3:4])[O:5][C:6]([CH2:7][n:8]1[cH:9][cH:10][c:11]2[c:12]([O:17][Si:18]([C:19]([CH3:20])([CH3:21])[CH3:22])([CH3:23])[CH3:24])[cH:13][cH:14][cH:15][c:16]12)=[O:25].[CH2:28]([N+:29]([CH2:30][CH2:31][CH2:32][CH3:33])([CH2:34][CH2:35][CH2:36][CH3:37])[CH2:38][CH2:39][CH2:40][CH3:41])[CH2:42][CH2:43][CH3:44].[CH2:50]1[O:51][CH2:52][CH2:53][CH2:54]1.[CH3:45][CH2:46][O:47][CH2:48][CH3:49].[F-:27].[OH2:26]>>[C:1]([CH3:2])([CH3:3])([CH3:4])[O:5][C:6]([CH2:7][n:8]1[cH:9][cH:10][c:11]2[c:12]([OH:17])[cH:13][cH:14][cH:15][c:16]12)=[O:25]. Reactants: C(C)(C)(C)C=1SC2=C(N1)C=C(C(=C2)[N+](=O)[O-])Cl (2-tert.-butyl-5-chloro-6-nitrobenzothiazole), C(=O)(OCC)N1CCNCC1 (N-carbethoxypiperazine). Solvent: O (water). Product: C(C)(C)(C)C=1SC2=C(N1)C=C(C(=C2)[N+](=O)[O-])N2CCN(CC2)C(=O)OCC (2-tert-butyl-5-[4-carbethoxypiperazin-1-yl]-6-nitrobenzothiazole). Reaction SMILES: [C:1]([C:5]1[S:6][C:7]2[CH:13]=[C:12]([N+:14]([O-:16])=[O:15])[C:11](Cl)=[CH:10][C:8]=2[N:9]=1)([CH3:4])([CH3:3])[CH3:2].[C:18]([N:23]1[CH2:28][CH2:27][NH:26][CH2:25][CH2:24]1)([O:20][CH2:21][CH3:22])=[O:19]>O>[C:1]([C:5]1[S:6][C:7]2[CH:13]=[C:12]([N+:14]([O-:16])=[O:15])[C:11]([N:26]3[CH2:25][CH2:24][N:23]([C:18]([O:20][CH2:21][CH3:22])=[O:19])[CH2:28][CH2:27]3)=[CH:10][C:8]=2[N:9]=1)([CH3:4])([CH3:3])[CH3:2]. Procedure details: A mixture of 3.5 g of 2-tert.-butyl-5-chloro-6-nitrobenzothiazole, described in Example 5, and 5.8 g of N-carbethoxypiperazine is heated at 180° for 2 hours, cooled and poured into water. The solid is filtered, washed with water and crystallised from isopropyl alcohol to give 2-tert-butyl-5-[4-carbethoxypiperazin-1-yl]-6-nitrobenzothiazole, melting at 100°-102°.